Task: describe an organic reaction: reactants, conditions, products, and yield. Dataset: the Open Reaction Database (ORD), a public repository of structured organic reaction records Reactants: Brc1c[nH]cn1, O=C([O-])[O-], CC#N, COc1cc([N+](=O)[O-])ccc1Cl, [Cs+], [Cs+]. Product: COc1cc([N+](=O)[O-])ccc1-n1cnc(Br)c1. Reaction SMILES: [Br:13][c:14]1[n:15][cH:16][nH:17][cH:18]1.[C:19](=[O:20])([O-:21])[O-:22].[CH3:25][C:26]#[N:27].[Cl:1][c:2]1[c:3]([O:11][CH3:12])[cH:4][c:5]([N+:8](=[O:9])[O-:10])[cH:6][cH:7]1.[Cs+:23].[Cs+:24]>>[c:2]1(-[n:17]2[cH:16][n:15][c:14]([Br:13])[cH:18]2)[c:3]([O:11][CH3:12])[cH:4][c:5]([N+:8](=[O:9])[O-:10])[cH:6][cH:7]1. The reactants are COc1ccc(C2CC=CCC2[N+](=O)[O-])cc1OC, CC(=O)O, CCO, [Zn]. Yields the product COc1ccc(C2CC=CCC2N)cc1OC. RXN SMILES: [CH3:1][O:2][c:3]1[c:4]([O:18][CH3:19])[cH:5][c:6]([CH:9]2[CH:10]([N+:15]([O-:16])=[O:17])[CH2:11][CH:12]=[CH:13][CH2:14]2)[cH:7][cH:8]1.[CH3:20][C:21](=[O:22])[OH:23].[CH3:24][CH2:25][OH:26].[Zn:27]>>[CH3:1][O:2][c:3]1[c:4]([O:18][CH3:19])[cH:5][c:6]([CH:9]2[CH:10]([NH2:15])[CH2:11][CH:12]=[CH:13][CH2:14]2)[cH:7][cH:8]1. Reactants: CO, CC(C)(C)c1ccc(S(=O)(=O)NC(=O)C(Oc2ccc3c(c2)C(=O)NC3=O)c2ccc([N+](=O)[O-])cc2)cc1. Yields the product CC(C)(C)c1ccc(S(=O)(=O)NC(=O)C(Oc2ccc3c(c2)C(=O)NC3=O)c2ccc(N)cc2)cc1. RXN SMILES: [CH3:39][OH:40].[N+:1]([O-:2])(=[O:3])[c:4]1[cH:5][cH:6][c:7]([CH:10]([C:11](=[O:12])[NH:13][S:14](=[O:15])(=[O:16])[c:17]2[cH:18][cH:19][c:20]([C:23]([CH3:24])([CH3:25])[CH3:26])[cH:21][cH:22]2)[O:27][c:28]2[cH:29][c:30]3[c:34]([cH:35][cH:36]2)[C:33](=[O:37])[NH:32][C:31]3=[O:38])[cH:8][cH:9]1>>[NH2:1][c:4]1[cH:5][cH:6][c:7]([CH:10]([C:11](=[O:12])[NH:13][S:14](=[O:15])(=[O:16])[c:17]2[cH:18][cH:19][c:20]([C:23]([CH3:24])([CH3:25])[CH3:26])[cH:21][cH:22]2)[O:27][c:28]2[cH:29][c:30]3[c:34]([cH:35][cH:36]2)[C:33](=[O:37])[NH:32][C:31]3=[O:38])[cH:8][cH:9]1. Reactants: CO (Methanol), ClC=1C=C(C=CC1Cl)CC(=O)O (2-(3,4-dichlorophenyl) acetic acid), S(O)(O)(=O)=O (sulfuric acid). Run in ClCCCl (1,2-dichloroethane). Reaction conditions: temperature 50 celsius, time 1.5 hour. The product is ClC=1C=C(C=CC1Cl)CC(=O)OC (Methyl 2-(3,4-dichlorophenyl)acetate). The yield is 98.0%. Reaction SMILES: [CH3:1]O.[Cl:3][C:4]1[CH:5]=[C:6]([CH2:11][C:12]([OH:14])=[O:13])[CH:7]=[CH:8][C:9]=1[Cl:10].S(=O)(=O)(O)O>ClCCCl>[Cl:3][C:4]1[CH:5]=[C:6]([CH2:11][C:12]([O:14][CH3:1])=[O:13])[CH:7]=[CH:8][C:9]=1[Cl:10]. Reported procedure: Methanol (59 mL, 3.0 equivalent amounts) was added to a 1,2-dichloroethane (400 mL) solution of 2-(3,4-dichlorophenyl) acetic acid (100 g, 0.488 mol). The solution was heated to 50° C., and then concentrated sulfuric acid (10 mL) was dropwise added over a period of 15 minutes, followed by stirring at 50° C. for 1.5 hours. The reaction solution was cooled to room temperature, followed by liquid separation to remove a sulfuric acid layer, and the obtained organic layer was sequentially washed with...